Dataset: the Open Reaction Database (ORD), a public repository of structured organic reaction records. Task: describe an organic reaction: reactants, conditions, products, and yield Reactants: FS(=O)(=O)C(C(=O)O)(F)F (2-(Fluorosulphonyl)difluoroacetic acid), OC[C@H](C)OC=1C=C(C(=O)OC)C=C(C1)OCC1=CC=CC=C1 (methyl 3-{[(1S)-2-hydroxy-1-methylethyl]oxy}-5-[(phenylmethyl)oxy]benzoate). Reagents/catalysts: [Cu]I (copper (I) iodide). Solvent: C(C)#N (acetonitrile). Reaction conditions: temperature 45 celsius, time 24 hour. The product is FC(OC[C@H](C)OC=1C=C(C(=O)OC)C=C(C1)OCC1=CC=CC=C1)F (Methyl 3-({(1S)-2-[(difluoromethyl)oxy]-1-methylethyl}oxy)-5-[(phenylmethyl)oxy]benzoate). Yield: 13.0%. As a reaction SMILES: FS([C:5]([F:10])([F:9])C(O)=O)(=O)=O.[OH:11][CH2:12][C@@H:13]([O:15][C:16]1[CH:17]=[C:18]([CH:23]=[C:24]([O:26][CH2:27][C:28]2[CH:33]=[CH:32][CH:31]=[CH:30][CH:29]=2)[CH:25]=1)[C:19]([O:21][CH3:22])=[O:20])[CH3:14]>C(#N)C.[Cu]I>[F:9][CH:5]([F:10])[O:11][CH2:12][C@@H:13]([O:15][C:16]1[CH:17]=[C:18]([CH:23]=[C:24]([O:26][CH2:27][C:28]2[CH:33]=[CH:32][CH:31]=[CH:30][CH:29]=2)[CH:25]=1)[C:19]([O:21][CH3:22])=[O:20])[CH3:14]. Procedure: 2-(Fluorosulphonyl)difluoroacetic acid (0.239 mL, 2.31 mmol) was added dropwise, with stirring, to a degassed mixture of methyl 3-{[(1S)-2-hydroxy-1-methylethyl]oxy}-5-[(phenylmethyl)oxy]benzoate (0.73 g, 2.31 mmol) and copper (I) iodide (88 mg, 0.46 mmol) in acetonitrile (10 mL) at 45° C. The reaction was stirred at 45° C. for 24 hours. The solvent was removed in vacuo and ethyl acetate (30 mL) added. The organics were washed with water (30 mL), brine (30 mL), dried (MgSO4), filtered and the so... The reactants are BrC(Br)(Br)Br, ClCCl, COc1ccc(N2CCC(CO)CC2)cn1. The product is COc1ccc(N2CCC(CBr)CC2)cn1. RXN SMILES: [C:17]([Br:18])([Br:19])([Br:20])[Br:21].[CH2:22]([Cl:23])[Cl:24].[CH3:1][O:2][c:3]1[cH:4][cH:5][c:6]([N:9]2[CH2:10][CH2:11][CH:12]([CH2:15][OH:16])[CH2:13][CH2:14]2)[cH:7][n:8]1>>[CH3:1][O:2][c:3]1[cH:4][cH:5][c:6]([N:9]2[CH2:10][CH2:11][CH:12]([CH2:15][Br:18])[CH2:13][CH2:14]2)[cH:7][n:8]1. Starting materials: O=C1CCCCCCC1, Cl, O=Cc1ccc(F)cc1, [K+], [OH-], O. Yields the product O=C1CCCCCCC1=Cc1ccc(F)cc1. RXN SMILES: [C:12]1(=[O:20])[CH2:13][CH2:14][CH2:15][CH2:16][CH2:17][CH2:18][CH2:19]1.[ClH:21].[F:3][c:4]1[cH:5][cH:6][c:7]([CH:8]=[O:9])[cH:10][cH:11]1.[K+:2].[OH-:1].[OH2:22]>>[F:3][c:4]1[cH:5][cH:6][c:7]([CH:8]=[C:13]2[C:12](=[O:20])[CH2:19][CH2:18][CH2:17][CH2:16][CH2:15][CH2:14]2)[cH:10][cH:11]1.